Dataset: the Open Reaction Database (ORD), a public repository of structured organic reaction records. Task: describe an organic reaction: reactants, conditions, products, and yield Reactants: Cc1ccc(S(=O)(=O)OCC(O)CCc2ccc3ncccc3c2OCc2ccccc2)cc1, CCO. Yields the product Cc1ccc(S(=O)(=O)OCC(O)CCc2ccc3ncccc3c2O)cc1. Reaction SMILES: [CH3:1][c:2]1[cH:3][cH:4][c:5]([S:8](=[O:9])(=[O:10])[O:11][CH2:12][CH:13]([CH2:14][CH2:15][c:16]2[c:17]([O:26][CH2:27][c:28]3[cH:29][cH:30][cH:31][cH:32][cH:33]3)[c:18]3[cH:19][cH:20][cH:21][n:22][c:23]3[cH:24][cH:25]2)[OH:34])[cH:6][cH:7]1.[CH3:35][CH2:36][OH:37]>>[CH3:1][c:2]1[cH:3][cH:4][c:5]([S:8](=[O:9])(=[O:10])[O:11][CH2:12][CH:13]([CH2:14][CH2:15][c:16]2[c:17]([OH:26])[c:18]3[cH:19][cH:20][cH:21][n:22][c:23]3[cH:24][cH:25]2)[OH:34])[cH:6][cH:7]1. Starting materials: water ice, S(O)(O)(=O)=O (sulfuric acid), S(O)(O)(=O)=O (sulfuric acid), C1(=CC=CC=C1)CCCC1=CC=NC=C1 (4-(3-phenylpropyl) pyridine), [N+](=O)(O)[O-] (nitric acid), [OH-].[K+] (potassium hydroxide). Solvent: C(C)(=O)O (acetic acid). Reaction conditions: temperature 5 celsius, time 1 hour. Product: [N+](=O)([O-])C1=CC=C(C=C1)CCCC1=CC=NC=C1 (4-[3-(4-nitrophenyl)propyl]pyridine). Reaction SMILES: S(=O)(=O)(O)O.[C:6]1([CH2:12][CH2:13][CH2:14][C:15]2[CH:20]=[CH:19][N:18]=[CH:17][CH:16]=2)[CH:11]=[CH:10][CH:9]=[CH:8][CH:7]=1.[N+:21]([O-])([OH:23])=[O:22].[OH-].[K+]>C(O)(=O)C>[N+:21]([C:9]1[CH:8]=[CH:7][C:6]([CH2:12][CH2:13][CH2:14][C:15]2[CH:16]=[CH:17][N:18]=[CH:19][CH:20]=2)=[CH:11][CH:10]=1)([O-:23])=[O:22] |f:3.4|. Procedure details: Into a solution consisting of 10.3 ml of pure acetic acid and 18.6 ml of 98% sulfuric acid, cooled to 5° C., are introduced slowly, drop by drop, 25 g of 4-(3-phenylpropyl) pyridine. When this addition has been completed, the solution obtained is cooled to -15° C. and a sulfonitric mixture consisting of 9 ml of nitric acid and 18.6 ml of 98% sulfuric acid is added drop by drop. During the whole of the addition the temperature of the reaction medium is maintained below +10° C. The addition is com...